Dataset: the Open Reaction Database (ORD), a public repository of structured organic reaction records. Task: describe an organic reaction: reactants, conditions, products, and yield Reactants: COC=1C=C2C(=NC=NC2=CC1OC)SC=1C=C(N)C=CC1 (3-(6,7-dimethoxyquinazolin-4-ylthio)aniline), C1(=CC=CC=C1)N1N=C(C=C1NC(OC1=CC=CC=C1)=O)C1(CC1)C(F)(F)F (phenyl 1-phenyl-3-(1-(trifluoromethyl)cyclopropyl)-1H-pyrazol-5-ylcarbamate). The product is COC=1C=C2C(=NC=NC2=CC1OC)SC=1C=C(C=CC1)NC(=O)NC1=CC(=NN1C1=CC=CC=C1)C1(CC1)C(F)(F)F (1-(3-(6,7-dimethoxyquinazolin-4-ylthio)phenyl)-3-(1-phenyl-3-(1-(trifluoromethyl)cyclopropyl)-1H-pyrazol-5-yl)urea), C1(=CC=CC=C1)N1N=C(C=C1NC(N)=O)C1(CC1)C(F)(F)F (3-(1-phenyl-3-(1-(trifluoromethyl)cyclopropyl)-1H-pyrazol-5-yl)urea). Isolated yield 173.3%. Reaction SMILES: [CH3:1][O:2][C:3]1[CH:4]=[C:5]2[C:10](=[CH:11][C:12]=1[O:13][CH3:14])[N:9]=[CH:8][N:7]=[C:6]2[S:15][C:16]1[CH:17]=[C:18]([CH:20]=[CH:21][CH:22]=1)[NH2:19].[C:23]1([N:29]2[C:33]([NH:34][C:35](=O)[O:36]C3C=CC=CC=3)=[CH:32][C:31]([C:44]3([C:47]([F:50])([F:49])[F:48])[CH2:46][CH2:45]3)=[N:30]2)[CH:28]=[CH:27][CH:26]=[CH:25][CH:24]=1>>[CH3:1][O:2][C:3]1[CH:4]=[C:5]2[C:10](=[CH:11][C:12]=1[O:13][CH3:14])[N:9]=[CH:8][N:7]=[C:6]2[S:15][C:16]1[CH:17]=[C:18]([NH:19][C:35]([NH:34][C:33]2[N:29]([C:23]3[CH:28]=[CH:27][CH:26]=[CH:25][CH:24]=3)[N:30]=[C:31]([C:44]3([C:47]([F:50])([F:48])[F:49])[CH2:46][CH2:45]3)[CH:32]=2)=[O:36])[CH:20]=[CH:21][CH:22]=1.[C:23]1([N:29]2[C:33]([NH:34][C:35](=[O:36])[NH2:7])=[CH:32][C:31]([C:44]3([C:47]([F:49])([F:50])[F:48])[CH2:46][CH2:45]3)=[N:30]2)[CH:24]=[CH:25][CH:26]=[CH:27][CH:28]=1. Procedure details: The title compound was prepared from 3-(6,7-dimethoxyquinazolin-4-ylthio)aniline (94 mg, 0.3 mmol) and the carbamate from Example 137A (116 mg, 0.3 mmol) using the procedure in Example 115C to give 14346,7-dimethoxyquinazolin-4-ylthio)phenyl)-3-(1-phenyl-3-(1-(trifluoromethyl)cyclopropyl)-1H-pyrazol-5-yl)urea (160 mg, 0.26 mmol, 88%). 1H NMR (300 MHz, DMSO-d6) δ 9.28 (s, 1H), 8.69 (s, 1H), 8.61 (s, 1H), 7.79 (s, 1H), 7.58-7.50 (m, 4H), 7.49-7.38 (m, 3H), 7.34 (d, 2H), 7.25 (d, 1H), 6.56 (s, 1H),... Starting materials: CS(=O)C1=NC=CC(=N1)C1=C(C=NN1)C1=CC=CC=C1 (2-(methylsulfinyl)-4-(4-phenyl-1H-pyrazol-5-yl)pyrimidine), CS(=O)(=O)C1=NC=CC(=N1)C1=C(C=NN1)C1=CC=CC=C1 (2-(methylsulfonyl)-4-(4-phenyl-1H-pyrazol-5-yl)pyrimidine), CC=1C=C(N)C=C(C1)C (3,5-dimethylaniline). Run at temperature 90 celsius. Reaction SMILES: CS([C:4]1[N:9]=[C:8]([C:10]2[NH:14][N:13]=[CH:12][C:11]=2[C:15]2[CH:20]=[CH:19][CH:18]=[CH:17][CH:16]=2)[CH:7]=[CH:6][N:5]=1)=O.CS(C1N=C(C2NN=CC=2C2C=CC=CC=2)C=CN=1)(=O)=O.[CH3:42][C:43]1[CH:44]=[C:45]([CH:47]=[C:48]([CH3:50])[CH:49]=1)[NH2:46]>>[CH3:42][C:43]1[CH:44]=[C:45]([NH:46][C:4]2[N:9]=[C:8]([C:10]3[NH:14][N:13]=[CH:12][C:11]=3[C:15]3[CH:20]=[CH:19][CH:18]=[CH:17][CH:16]=3)[CH:7]=[CH:6][N:5]=2)[CH:47]=[C:48]([CH3:50])[CH:49]=1. Procedure details: A mixture of 2-(methylsulfinyl)-4-(4-phenyl-1H-pyrazol-5-yl)pyrimidine and 2-(methylsulfonyl)-4-(4-phenyl-1H-pyrazol-5-yl)pyrimidine (3-4, 3-5, 186 mg, 0.62 mg,) and 3,5-dimethylaniline (2 mL, excess) was heated at 90° C. for 24 hours. The reaction mixture was purified by flash chromatography. Elution with CH2Cl2 to 30% EtOAc/CH2Cl2 gave N-(3,5-dimethylphenyl)-4-(4-phenyl-1H-pyrazol-5-yl)pyrimidin-2-amine (3-6) as a pale yellow solid. 1H NMR (500 MHz, CDCl3) δ 8.26 (d, 1H, J=5 Hz), 7.66 (s, 1H),... Product: CC=1C=C(C=C(C1)C)NC1=NC=CC(=N1)C1=C(C=NN1)C1=CC=CC=C1 (N-(3,5-dimethylphenyl)-4-(4-phenyl-1H-pyrazol-5-yl)pyrimidin-2-amine). The reactants are CC(CC(CC)=O)=O (2,4-hexanedione), COC(N(C)C)OC (dimethylformamide dimethyl acetal). Run in CN(C=O)C (dimethylformamide). Run at time 8 hour. The product is CN(C)C=C(C(C)=O)C(CC)=O (3-dimethylaminomethylene-2,4 hexanedione). As a reaction SMILES: [CH3:1][C:2](=[O:8])[CH2:3][C:4](=[O:7])[CH2:5][CH3:6].CO[CH:11](OC)[N:12]([CH3:14])[CH3:13]>CN(C)C=O>[CH3:11][N:12]([CH:14]=[C:3]([C:4](=[O:7])[CH2:5][CH3:6])[C:2](=[O:8])[CH3:1])[CH3:13]. Reported procedure: A mixture containing 34 g of 2,4-hexanedione, 50 ml of dimethylformamide and 40 ml of dimethylformamide dimethyl acetal was allowed to stand at room temperature overnight and then concentrated on a rotary evaporator at steam bath temperature to yield, as a liquid, 3-dimethylaminomethylene-2,4 hexanedione. A mixture containing said 3-dimethylaminomethylene 2,4-hexanedione, 300 ml of methanol 25.2 g of cyanoacetamide and 16.2 g of sodium methoxide was refluxed with stirring for 3 hours and then co... Starting materials: OC(CC[C@H]1[C@H](CNCC1)C(=O)OC)C1=CC=NC2=CC=C(C=C12)OC (methyl (3R,4R)-4-[3-(R,S)-hydroxy-3-(6-methoxyquinolin-4-yl)propyl]piperidine-3-carboxylate), C([O-])([O-])=O.[K+].[K+] (potassium carbonate), [I-].[K+] (potassium iodide), C(C#C)Br (propargyl bromide). The solvent is C(C)#N (acetonitrile). Reaction conditions: temperature 20 celsius, time 40 hour. The product is OC(CC[C@H]1[C@H](CN(CC1)CC#C)C(=O)OC)C1=CC=NC2=CC=C(C=C12)OC (methyl (3R,4R)-4-[3-(R,S)-hydroxy-3-(6-methoxyquinolin-4-yl)propyl]-1-(prop-2-ynyl)piperidine-3-carboxylate). RXN SMILES: [OH:1][CH:2]([C:15]1[C:24]2[C:19](=[CH:20][CH:21]=[C:22]([O:25][CH3:26])[CH:23]=2)[N:18]=[CH:17][CH:16]=1)[CH2:3][CH2:4][C@@H:5]1[CH2:10][CH2:9][NH:8][CH2:7][C@@H:6]1[C:11]([O:13][CH3:14])=[O:12].C(=O)([O-])[O-].[K+].[K+].[I-].[K+].[CH2:35](Br)[C:36]#[CH:37]>C(#N)C>[OH:1][CH:2]([C:15]1[C:24]2[C:19](=[CH:20][CH:21]=[C:22]([O:25][CH3:26])[CH:23]=2)[N:18]=[CH:17][CH:16]=1)[CH2:3][CH2:4][C@@H:5]1[CH2:10][CH2:9][N:8]([CH2:37][C:36]#[CH:35])[CH2:7][C@@H:6]1[C:11]([O:13][CH3:14])=[O:12] |f:1.2.3,4.5|. Procedure: A suspension of 2.45 g of methyl (3R,4R)-4-[3-(R,S)-hydroxy-3-(6-methoxyquinolin-4-yl)propyl]piperidine-3-carboxylate, 2.1 g of potassium carbonate, 0.95 g of potassium iodide, and 0.6 cm3 of propargyl bromide in 50 cm3 of acetonitrile was stirred for 40 hours at a temperature in the region of 20° C. in an inert atmosphere. After filtering the reaction mass, the filtrate was evaporated under reduced pressure (5 kPa) at a temperature in the region of 40° C. The residue obtained was purified by ch... Starting materials: N1=C(SC=2CNCCC21)C2(CCOCC2)C2=CC=C(C(=O)O)C=C2 (4-[4-(4,5,6,7-tetrahydro-thiazolo[5,4-c]pyridin-2-yl)-tetrahydro-pyran-4-yl]-benzoic acid), CC(=O)OC(=O)C (Ac2O). Reagents/catalysts: CN(C1=CC=NC=C1)C (4-dimethylaminopyridine). The solvent is N1=CC=CC=C1 (pyridine). Product: C(C)(=O)N1CC2=C(CC1)N=C(S2)C2(CCOCC2)C2=CC=C(C(=O)O)C=C2 (4-[4-(5-acetyl-4,5,6,7-tetrahydro-thiazolo[5,4-c]pyridin-2-yl)-tetrahydro-pyran-4-yl]-benzoic acid). As a reaction SMILES: [N:1]1[C:9]2[CH2:8][CH2:7][NH:6][CH2:5][C:4]=2[S:3][C:2]=1[C:10]1([C:16]2[CH:24]=[CH:23][C:19]([C:20]([OH:22])=[O:21])=[CH:18][CH:17]=2)[CH2:15][CH2:14][O:13][CH2:12][CH2:11]1.[CH3:25][C:26](OC(C)=O)=[O:27]>N1C=CC=CC=1.CN(C)C1C=CN=CC=1>[C:26]([N:6]1[CH2:7][CH2:8][C:9]2[N:1]=[C:2]([C:10]3([C:16]4[CH:24]=[CH:23][C:19]([C:20]([OH:22])=[O:21])=[CH:18][CH:17]=4)[CH2:11][CH2:12][O:13][CH2:14][CH2:15]3)[S:3][C:4]=2[CH2:5]1)(=[O:27])[CH3:25]. Procedure: 4-[4-(4,5,6,7-tetrahydro-thiazolo[5,4-c]pyridin-2-yl)-tetrahydro-pyran-4-yl]-benzoic acid (40 mg, 0.116 mmol) in pyridine, catalytic amount of 4-dimethylaminopyridine (DMAP), and excess Ac2O were mixed together at room temperature. After the reaction was complete, the mixture was evaporated, washed with water, and extracted with EtOAc. The organic phase was dried and evaporated to give 4-[4-(5-acetyl-4,5,6,7-tetrahydro-thiazolo[5,4-c]pyridin-2-yl)-tetrahydro-pyran-4-yl]-benzoic acid. Similar HAT... Starting materials: 35, N1(C=NC=C1)C1=CC=C(C(=O)OCC)C=C1 (ethyl 4-(1H-imidazol-1-yl)benzoate), O1CCCC1 (tetrahydrofuran), O1CCCC1 (tetrahydrofuran), [H-].[Al+3].[Li+].[H-].[H-].[H-] (lithium aluminum hydride), [OH-].[Na+] (sodium hydroxide). Run in O (water), O (water). Reaction conditions: time 8 hour. Product: 16.2, N1(C=NC=C1)C1=CC=C(C=C1)CO (4-(1H-imidazol-1yl)benzenemethanol). Isolated yield 58.0%. As a reaction SMILES: O1CCCC1.[H-].[Al+3].[Li+].[H-].[H-].[H-].[N:12]1([C:17]2[CH:27]=[CH:26][C:20]([C:21](OCC)=[O:22])=[CH:19][CH:18]=2)[CH:16]=[CH:15][N:14]=[CH:13]1.[OH-].[Na+]>O>[N:12]1([C:17]2[CH:18]=[CH:19][C:20]([CH2:21][OH:22])=[CH:26][CH:27]=2)[CH:16]=[CH:15][N:14]=[CH:13]1 |f:1.2.3.4.5.6,8.9|. Reported procedure: To 90 parts of tetrahydrofuran were added 5 parts of lithium aluminum hydride. Then there was added dropwise (slowly) a solution of 35 parts of ethyl 4-(1H-imidazol-1-yl)benzoate in 135 parts of tetrahydrofuran: temperature rose to 60° C. Upon completion, stirring was continued first for 1 hour at 60°-65° C. and further overnight at room temperature. While cooling, the reaction mixture was decomposed by the successive dropwise additions of 3 parts of water, 10 parts of a sodium hydroxide solutio...